Dataset: the Open Reaction Database (ORD), a public repository of structured organic reaction records. Task: describe an organic reaction: reactants, conditions, products, and yield Reactants: C(C)(C)(C)OC(C(=O)OC)C=1C(=C2C(=NC1C)NC=C2)C2=CC=C(C=C2)C (methyl 2-(tert-butoxy)-2-(6-methyl-4-(p-tolyl)-1H-pyrrolo[2,3-b]pyridin-5-yl)acetate), BrCC1=CC=C(C=C1)C(F)(F)F (1-(bromomethyl)-4-(trifluoromethyl)benzene), Example 25. Product: C(C)(C)(C)OC(C(=O)O)C=1C(=C2C(=NC1C)N(C=C2)CC2=CC=C(C=C2)C(F)(F)F)C2=CC=C(C=C2)C (2-(tert-butoxy)-2-(6-methyl-4-(p-tolyl)-1-(4-(trifluoromethyl)benzyl)-1H-pyrrolo[2,3-b]pyridin-5-yl)acetic acid). As a reaction SMILES: [C:1]([O:5][CH:6]([C:11]1[C:12]([C:21]2[CH:26]=[CH:25][C:24]([CH3:27])=[CH:23][CH:22]=2)=[C:13]2[CH:20]=[CH:19][NH:18][C:14]2=[N:15][C:16]=1[CH3:17])[C:7]([O:9]C)=[O:8])([CH3:4])([CH3:3])[CH3:2].Br[CH2:29][C:30]1[CH:35]=[CH:34][C:33]([C:36]([F:39])([F:38])[F:37])=[CH:32][CH:31]=1>>[C:1]([O:5][CH:6]([C:11]1[C:12]([C:21]2[CH:26]=[CH:25][C:24]([CH3:27])=[CH:23][CH:22]=2)=[C:13]2[CH:20]=[CH:19][N:18]([CH2:29][C:30]3[CH:31]=[CH:32][C:33]([C:36]([F:37])([F:38])[F:39])=[CH:34][CH:35]=3)[C:14]2=[N:15][C:16]=1[CH3:17])[C:7]([OH:9])=[O:8])([CH3:3])([CH3:4])[CH3:2]. Reported procedure: The title compound was prepared from methyl 2-(tert-butoxy)-2-(6-methyl-4-(p-tolyl)-1H-pyrrolo[2,3-b]pyridin-5-yl)acetate and 1-(bromomethyl)-4-(trifluoromethyl)benzene in a manner similar to that described in Example 25 as a yellow solid. 1H NMR (400 MHz, CHLOROFORM-d) δ ppm=7.69-7.63 (m, 1 H), 7.60 (d, J=8.0 Hz, 2 H), 7.44-7.32 (m, 5 H), 7.06 (d, J=3.5 Hz, 1 H), 6.28 (d, J=3.5 Hz, 1 H), 5.71-5.51 (m, 3 H), 2.76 (s, 3 H), 2.48 (s, 3 H), 0.96 (s, 9 H); LCMS (m/z) ES+=511 (M+1). The reactants are COc1ccc2c(=O)[nH]c(C#N)c(-c3ccccc3)c2c1, CC(C)OCC1CO1, CC(C)O, c1ccncc1. Yields the product COc1ccc2c(=O)n(CC(O)COC(C)C)c(C#N)c(-c3ccccc3)c2c1. As a reaction SMILES: [CH3:1][O:2][c:3]1[cH:4][c:5]2[c:6](-[c:16]3[cH:17][cH:18][cH:19][cH:20][cH:21]3)[c:7]([C:14]#[N:15])[nH:8][c:9](=[O:13])[c:10]2[cH:11][cH:12]1.[CH:28]([CH3:29])([CH3:30])[O:31][CH2:32][CH:33]1[CH2:34][O:35]1.[CH:36]([OH:37])([CH3:38])[CH3:39].[cH:22]1[cH:23][cH:24][n:25][cH:26][cH:27]1>>[CH3:1][O:2][c:3]1[cH:4][c:5]2[c:6](-[c:16]3[cH:17][cH:18][cH:19][cH:20][cH:21]3)[c:7]([C:14]#[N:15])[n:8]([CH2:34][CH:33]([CH2:32][O:31][CH:28]([CH3:29])[CH3:30])[OH:35])[c:9](=[O:13])[c:10]2[cH:11][cH:12]1.